From a dataset of the Open Reaction Database (ORD), a public repository of structured organic reaction records. describe an organic reaction: reactants, conditions, products, and yield Reactants: P(Br)(Br)Br (PBr3), CN(C1=CC=C(C=C1)C)C (N,N-dimethyl-p-toluidine). The solvent is N1=CC=CC=C1 (pyridine). Yields the product BrP(C1=C(N(C)C)C=CC(=C1)C)Br (2-dibromophosphino-N,N-dimethyl-p-toluidine). RXN SMILES: [P:1]([Br:4])(Br)[Br:2].[CH3:5][N:6]([CH3:14])[C:7]1[CH:12]=[CH:11][C:10]([CH3:13])=[CH:9][CH:8]=1>N1C=CC=CC=1>[Br:2][P:1]([Br:4])[C:8]1[CH:9]=[C:10]([CH3:13])[CH:11]=[CH:12][C:7]=1[N:6]([CH3:14])[CH3:5]. Procedure: A solution of PBr3 (7.0 g, 26.0 mm) in 80 mL of pyridine was treated with N,N-dimethyl-p-toluidine (10.0 g, 74.0 mm) over a period of 5 min. The resulting mixture was then refluxed overnight. to give the crude 2-dibromophosphino-N,N-dimethyl-p-toluidine (31P NMR: δ149.1 ppm). This compound was used directly for the next step without further purification. Next, polymer-supported secondary amines prepared as in Example 1 (10.0 g, 1.06 mmol/g, 10.6 mmol) was slowly added into the mixture above whil... The reactants are NC1=CC(=C(OC2=CC(=C(C=C2)O)C(C)C)C(=C1)C)C (4-(4-amino-2,6-dimethyl-phenoxy)-2-isopropyl-phenol), N(=O)[O-].[Na+] (sodium nitrite), diazonium, CCOC(=O)C(C)C(=O)C (ethyl-2-methyl acetoacetate). Run in C(C)O (ethanol), Cl (hydrochloric acid), O (water), Cl (hydrochloric acid), O (water), C(C)O (ethanol), [OH-].[Na+] (sodium hydroxide). Run at temperature 0 celsius, time 30 minute. Yields the product C(C)OC(C(C)=NNC1=CC(=C(C(=C1)C)OC1=CC(=C(C=C1)O)C(C)C)C)=O (2-{[4-(4-Hydroxy-3-isopropyl-phenoxy)-3,5-dimethyl-phenyl]-hydrazono}-propionic acid ethyl ester). Isolated yield 100.4%. As a reaction SMILES: [NH2:1][C:2]1[CH:18]=[C:17]([CH3:19])[C:5]([O:6][C:7]2[CH:12]=[CH:11][C:10]([OH:13])=[C:9]([CH:14]([CH3:16])[CH3:15])[CH:8]=2)=[C:4]([CH3:20])[CH:3]=1.[N:21]([O-])=O.[Na+].[CH3:25][CH2:26][O:27][C:28]([CH:30]([C:32](C)=O)C)=[O:29]>C(O)C.Cl.O.[OH-].[Na+]>[CH2:26]([O:27][C:28](=[O:29])[C:30](=[N:21][NH:1][C:2]1[CH:3]=[C:4]([CH3:20])[C:5]([O:6][C:7]2[CH:12]=[CH:11][C:10]([OH:13])=[C:9]([CH:14]([CH3:16])[CH3:15])[CH:8]=2)=[C:17]([CH3:19])[CH:18]=1)[CH3:32])[CH3:25] |f:1.2,7.8|. Procedure details: To a solution of 4-(4-amino-2,6-dimethyl-phenoxy)-2-isopropyl-phenol (136 mg, 0.50 mmol) in a mixture of ethanol (2 mL) and hydrochloric acid (12M, 0.17 mL) at 0° C. was added slowly a solution of sodium nitrite (45 mg, 0.65 mmol) in water (0.5 mL). After stirring at 0° C. for 30 minutes, the diazonium solution was added dropwise into a solution of ethyl-2-methyl acetoacetate (87 mg, 0.60 mmol) in ethanol (1 mL) and 1N sodium hydroxide (2.26 mL) at 0° C. The resulting mixture was warmed to room ... Starting materials: NC1=NN(C=C1C1=C(OC2=CC(=C(C=C2Cl)S(=O)(=O)N(C2=NC=NC=C2)COC)F)C=CC(=C1)Cl)C1OCCCC1 (4-{2-[3-amino-1-(tetrahydro-2H-pyran-2-yl)-1H-pyrazol-4-yl]-4-chlorophenoxy}-5-chloro-2-fluoro-N-(methoxymethyl)-N-pyrimidin-4-ylbenzenesulfonamide), CO (methanol), O (water). The solvent is Cl (hydrogen chloride). Product: NC1=NNC=C1C1=C(OC2=CC(=C(C=C2Cl)S(=O)(=O)NC2=NC=NC=C2)F)C=CC(=C1)Cl (4-[2-(3-amino-1H-pyrazol-4-yl)-4-chlorophenoxy]-5-chloro-2-fluoro-N-pyrimidin-4-ylbenzenesulfonamide). Yield: 108.5%. RXN SMILES: [NH2:1][C:2]1[C:6]([C:7]2[CH:34]=[C:33]([Cl:35])[CH:32]=[CH:31][C:8]=2[O:9][C:10]2[C:15]([Cl:16])=[CH:14][C:13]([S:17]([N:20](COC)[C:21]3[CH:26]=[CH:25][N:24]=[CH:23][N:22]=3)(=[O:19])=[O:18])=[C:12]([F:30])[CH:11]=2)=[CH:5][N:4](C2CCCCO2)[N:3]=1.CO.O>Cl>[NH2:1][C:2]1[C:6]([C:7]2[CH:34]=[C:33]([Cl:35])[CH:32]=[CH:31][C:8]=2[O:9][C:10]2[C:15]([Cl:16])=[CH:14][C:13]([S:17]([NH:20][C:21]3[CH:26]=[CH:25][N:24]=[CH:23][N:22]=3)(=[O:19])=[O:18])=[C:12]([F:30])[CH:11]=2)=[CH:5][NH:4][N:3]=1. Procedure details: 4-{2-[3-amino-1-(tetrahydro-2H-pyran-2-yl)-1H-pyrazol-4-yl]-4-chlorophenoxy}-5-chloro-2-fluoro-N-(methoxymethyl)-N-pyrimidin-4-ylbenzenesulfonamide (Preparation 887, 58 mg, 0.093 mmol) in methanol (1 mL, 20 mmol) and 2 M of hydrogen chloride in water (1 mL, 2 mmol) was heated at 60° C. for 2 hours then concentrated. The residue was liophilized from acetonitrile-water to give 50 mg of a white solid.